Task: describe an organic reaction: reactants, conditions, products, and yield. Dataset: the Open Reaction Database (ORD), a public repository of structured organic reaction records The solvent is C1(=CC=CC=C1)C (toluene). Procedure details: A mixture of (2-{1-[3-(tert-Butyl-dimethyl-silanyloxy)-propyl]-7-cyano-2,3-dihydro-1H-indol-5-yl}-1-methyl-2-oxo-ethyl)-carbamic acid ethyl ester (IV) (10 g, 0.02 mole), toluene (80 ml), triethyl silyl hydride (5.57 g, 0.04 mol) and trifluoroacetic acid (1.36 g, 0.01 mole), was stirred at 25-30° C. for a period of 6 hours. The reaction mass was quenched with water (50 ml) and toluene layer was dried over sodium sulphate. The solvent was evaporated under reduced to give 6.7 g of (V) as oil. Starting materials: C(C)OC(NC(C(=O)C=1C=C2CCN(C2=C(C1)C#N)CCCO[Si](C)(C)C(C)(C)C)C)=O ((2-{1-[3-(tert-Butyl-dimethyl-silanyloxy)-propyl]-7-cyano-2,3-dihydro-1H-indol-5-yl}-1-methyl-2-oxo-ethyl)-carbamic acid ethyl ester), C(C)[SiH](CC)CC (triethyl silyl hydride), FC(C(=O)O)(F)F (trifluoroacetic acid). Conditions: temperature 27.5 celsius, time 6 hour. The yield is 75.2%. The product is C(C)OC(NC(CC=1C=C2CCN(C2=C(C1)C#N)CCCO[Si](C)(C)C(C)(C)C)C)=O ((2-{1-[3-(tert-Butyl-dimethyl-silanyloxy)-propyl]-7-cyano-2,3-dihydro-1H-indol-5-yl}-1-methyl-ethyl)-carbamic acid ethyl ester). Reaction SMILES: [CH2:1]([O:3][C:4](=[O:32])[NH:5][CH:6]([CH3:31])[C:7]([C:9]1[CH:10]=[C:11]2[C:15](=[C:16]([C:18]#[N:19])[CH:17]=1)[N:14]([CH2:20][CH2:21][CH2:22][O:23][Si:24]([C:27]([CH3:30])([CH3:29])[CH3:28])([CH3:26])[CH3:25])[CH2:13][CH2:12]2)=O)[CH3:2].C([SiH](CC)CC)C.FC(F)(F)C(O)=O>C1(C)C=CC=CC=1>[CH2:1]([O:3][C:4](=[O:32])[NH:5][CH:6]([CH3:31])[CH2:7][C:9]1[CH:10]=[C:11]2[C:15](=[C:16]([C:18]#[N:19])[CH:17]=1)[N:14]([CH2:20][CH2:21][CH2:22][O:23][Si:24]([C:27]([CH3:30])([CH3:29])[CH3:28])([CH3:25])[CH3:26])[CH2:13][CH2:12]2)[CH3:2]. The reactants are O=C(Cl)c1cccnc1, CC12CCC3c4ccc(O)cc4CCC3C1CCC2=O, Cl, O, c1ccncc1. Yields the product CC12CCC3c4ccc(OC(=O)c5cccnc5)cc4CCC3C1CCC2=O. As a reaction SMILES: [C:2]([c:3]1[cH:4][n:5][cH:6][cH:7][cH:8]1)(=[O:9])[Cl:10].[CH:11]12[CH2:12][CH2:13][C:14]3([CH3:15])[C:16](=[O:17])[CH2:18][CH2:19][CH:20]3[CH:21]1[CH2:22][CH2:23][c:24]1[cH:25][c:26]([OH:27])[cH:28][cH:29][c:30]12.[ClH:1].[OH2:31].[cH:32]1[cH:33][cH:34][n:35][cH:36][cH:37]1>>[C:2]([c:3]1[cH:4][n:5][cH:6][cH:7][cH:8]1)(=[O:9])[O:27][c:26]1[cH:25][c:24]2[c:30]([cH:29][cH:28]1)[CH:11]1[CH2:12][CH2:13][C:14]3([CH3:15])[C:16](=[O:17])[CH2:18][CH2:19][CH:20]3[CH:21]1[CH2:22][CH2:23]2. Starting materials: CC1=NC=CC=C1 (2-methylpyridine), N1=CC=CC=C1 (Pyridine). Product: C1(=CC=CC=C1)C1CNCCC1 (3-Phenylpiperidine). As a reaction SMILES: [CH3:1][C:2]1[CH:7]=[CH:6][CH:5]=[CH:4]N=1.[N:8]1[CH:13]=[CH:12][CH:11]=[CH:10][CH:9]=1>>[C:1]1([CH:10]2[CH2:11][CH2:12][CH2:13][NH:8][CH2:9]2)[CH:4]=[CH:5][CH:6]=[CH:7][CH:2]=1. Procedure details: Pyridine and 2-methylpyridine Starting materials: ClC1=C(C(=O)O)C=CC=C1C (2-chloro-3-methylbenzoic acid), ClC1=CC=C(C=C1)C(CN)N1CCOCC1 (2-(4-chloro-phenyl)-2-morpholin-4-yl-ethylamine). Product: ClC1=C(C(=O)NCC(N2CCOCC2)C2=CC=C(C=C2)Cl)C=CC=C1C (2-Chloro-N-[2-(4-chloro-phenyl)-2-morpholin-4-yl-ethyl]-3-methyl-benzamide). As a reaction SMILES: [Cl:1][C:2]1[C:10]([CH3:11])=[CH:9][CH:8]=[CH:7][C:3]=1[C:4]([OH:6])=O.[Cl:12][C:13]1[CH:18]=[CH:17][C:16]([CH:19]([N:22]2[CH2:27][CH2:26][O:25][CH2:24][CH2:23]2)[CH2:20][NH2:21])=[CH:15][CH:14]=1>>[Cl:1][C:2]1[C:10]([CH3:11])=[CH:9][CH:8]=[CH:7][C:3]=1[C:4]([NH:21][CH2:20][CH:19]([C:16]1[CH:17]=[CH:18][C:13]([Cl:12])=[CH:14][CH:15]=1)[N:22]1[CH2:27][CH2:26][O:25][CH2:24][CH2:23]1)=[O:6]. Procedure: From 2-chloro-3-methylbenzoic acid and 2-(4-chloro-phenyl)-2-morpholin-4-yl-ethylamine. Solvent: C1(=CC=CC=C1)C (toluene), C(C)(=O)OCC (ethyl acetate). Product: C(C)[C@]1(S)[C@H](OC(C)=O)[C@@H](OC)[C@H](OC(C)=O)[C@@H](O1)COC(C)=O (Ethyl 2,4,6-tri-O-acetyl-3-O-methyl-1-thio-α-L-idopyranose). RXN SMILES: C(O[C@@H:5]1[O:20][C@@H:19]([CH2:21][O:22][C:23](=[O:25])[CH3:24])[C@@H:14]([O:15][C:16](=[O:18])[CH3:17])[C@H:11]([O:12][CH3:13])[C@H:6]1[O:7][C:8](=[O:10])[CH3:9])(=O)C.C([SH:28])C.B(F)(F)F.CCO[CH2:36][CH3:37].C(=O)([O-])O.[Na+]>C1(C)C=CC=CC=1.C(OCC)(=O)C>[CH2:36]([C@:5]1([O:20][C@@H:19]([CH2:21][O:22][C:23](=[O:25])[CH3:24])[C@@H:14]([O:15][C:16](=[O:18])[CH3:17])[C@H:11]([O:12][CH3:13])[C@H:6]1[O:7][C:8](=[O:10])[CH3:9])[SH:28])[CH3:37] |f:2.3,4.5|. Procedure: 1,2,4,6-Tetra-O-acetyl-3-O-methyl-α-L-idopyranose (prepared as described for its per-benzoyl analogue by replacing benzoyl chloride with acetic anhydride; Jaurand et al. Bio. Med. Chem. Lett, 1992, 2, 897-900) (48.4 g) is dissolved in toluene (175 ml). Ethanethiol (20 ml) and boron trifluoride etherate (1M in toluene, 134 ml) are added under a nitrogen atmosphere. After stirring for 1 hour, aqueous sodium hydrogen carbonate (400 ml) and the mixture is added and the mixture is stirred for 1 hour.... The reactants are C(O)([O-])=O.[Na+] (sodium hydrogen carbonate), C(C)S (Ethanethiol), B(F)(F)F.CCOCC (boron trifluoride etherate), C(C)(=O)O[C@H]1[C@H](OC(C)=O)[C@@H](OC)[C@H](OC(C)=O)[C@@H](O1)COC(C)=O (1,2,4,6-Tetra-O-acetyl-3-O-methyl-α-L-idopyranose). Run at time 1 hour. Starting materials: COC=1C=C2C(CCOC2=CC1)=O (6-methoxy-4-chromanone), N1=CC=C(C=C1)C=O (pyridine-4-carbaldehyde). Product: COC=1C=C2C(C(COC2=CC1)=CC1=CC=NC=C1)=O (6-Methoxy-3-(4-pyridyl)methylene-4-chromanone). Reaction SMILES: [CH3:1][O:2][C:3]1[CH:4]=[C:5]2[C:10](=[CH:11][CH:12]=1)[O:9][CH2:8][CH2:7][C:6]2=[O:13].[N:14]1[CH:19]=[CH:18][C:17]([CH:20]=O)=[CH:16][CH:15]=1>>[CH3:1][O:2][C:3]1[CH:4]=[C:5]2[C:10](=[CH:11][CH:12]=1)[O:9][CH2:8][C:7](=[CH:20][C:17]1[CH:18]=[CH:19][N:14]=[CH:15][CH:16]=1)[C:6]2=[O:13]. Procedure: By the method of Example 1, 6-methoxy-4-chromanone (26.7 g, 0.15 mol) and pyridine-4-carbaldehyde were converted to present title product, 13.5 g; m.p. 170°-171.5° C.; IR (KBr) 1675, 1616, 1598, 1552 cm-1.